Dataset: the Open Reaction Database (ORD), a public repository of structured organic reaction records. Task: describe an organic reaction: reactants, conditions, products, and yield Starting materials: C(C(C(F)(F)Cl)(F)F)(F)Cl (HCFC-225cb), FC(CO)(C(F)F)F (2,2,3,3-tetrafluoropropanol), S(=O)(=O)(C1=CC=C(C)C=C1)Cl (tosyl chloride), C(C(C(F)(F)Cl)(F)F)(F)Cl (HCFC-225cb), ClC(C(C(F)Cl)(F)F)(F)F (1,3-dichloro-1,1,2,2,3-pentafluoropropane). Solvent: O (water). Yields the product C1(=CC=C(C=C1)S(=O)(=O)OCC(C(F)F)(F)F)C (2,2,3,3-tetrafluoropropyl p-toluenesulfonate). RXN SMILES: C(Cl)(F)C(F)(F)C(Cl)(F)F.[F:11][C:12]([F:18])([CH:15]([F:17])[F:16])[CH2:13][OH:14].[S:19](Cl)([C:22]1[CH:28]=[CH:27][C:25]([CH3:26])=[CH:24][CH:23]=1)(=[O:21])=[O:20]>O>[C:25]1([CH3:26])[CH:27]=[CH:28][C:22]([S:19]([O:14][CH2:13][C:12]([F:18])([F:11])[CH:15]([F:17])[F:16])(=[O:21])=[O:20])=[CH:23][CH:24]=1. Procedure: Until HCFC-225cb becomes available in commercial quantities, HCFC-225cb may be prepared by a standard and well-known organic systhesis technique. For example, to prepare 1,3-dichloro-1,1,2,2,3-pentafluoropropane, 2,2,3,3-tetrafluoropropanol, tosyl chloride, and water are reacted together to form 2,2,3,3-tetrafluoropropyl p-toluenesulfonate. Then, N-methylpyrrolidone, potassium fluoride, and the 2,2,3,3-tetrafluoropropyl p-toluenesulfonate are reacted together to form 1,1,2,2,3-pentafluoropropane... Run in C1CCOC1 (THF), [H][H] (hydrogen). Reactants: [N+](=O)([O-])C1=C(C#N)C=C(C=C1)N1C(COCC1)=O (2-Nitro-5-(3-oxo-morpholin-4-yl)-benzonitrile). Procedure details: 2-Nitro-5-(3-oxo-morpholin-4-yl)-benzonitrile (1.1 g) was dissolved in THF (80 ml) and hydrogenated with hydrogen (1 atm) over Pd/C 10% (350 mg) for 18 h at 25° C. The reaction mixture was then filtered through decalite and precipitated (AcOEt/heptane) to yield 2-amino-5-(3-oxo-morpholin-4-yl)-benzonitrile as a white solid (580 mg). MH+=218.4 Reaction SMILES: [N+:1]([C:4]1[CH:11]=[CH:10][C:9]([N:12]2[CH2:17][CH2:16][O:15][CH2:14][C:13]2=[O:18])=[CH:8][C:5]=1[C:6]#[N:7])([O-])=O>C1COCC1.[H][H].[Pd]>[NH2:1][C:4]1[CH:11]=[CH:10][C:9]([N:12]2[CH2:17][CH2:16][O:15][CH2:14][C:13]2=[O:18])=[CH:8][C:5]=1[C:6]#[N:7]. Reagents/catalysts: [Pd] (Pd/C). The yield is 60.0%. The product is NC1=C(C#N)C=C(C=C1)N1C(COCC1)=O (2-amino-5-(3-oxo-morpholin-4-yl)-benzonitrile).